Dataset: the Open Reaction Database (ORD), a public repository of structured organic reaction records. Task: describe an organic reaction: reactants, conditions, products, and yield Starting materials: COC(=O)C(Cc1ccccc1)CS(=O)(=O)Cl, CN1CCNCC1, ClCCl. Product: COC(=O)C(Cc1ccccc1)CS(=O)(=O)N1CCN(C)CC1. As a reaction SMILES: [C:1](=[O:2])([O:3][CH3:4])[CH:5]([CH2:6][S:7](=[O:8])(=[O:9])[Cl:10])[CH2:11][c:12]1[cH:13][cH:14][cH:15][cH:16][cH:17]1.[CH3:18][N:19]1[CH2:20][CH2:21][NH:22][CH2:23][CH2:24]1.[Cl:25][CH2:26][Cl:27]>>[C:1](=[O:2])([O:3][CH3:4])[CH:5]([CH2:6][S:7](=[O:8])(=[O:9])[N:22]1[CH2:21][CH2:20][N:19]([CH3:18])[CH2:24][CH2:23]1)[CH2:11][c:12]1[cH:13][cH:14][cH:15][cH:16][cH:17]1.